This data is from the Open Reaction Database (ORD), a public repository of structured organic reaction records. The task is: describe an organic reaction: reactants, conditions, products, and yield The reactants are NCC1(CCN(CC1)CC1=CC=CC=C1)O (4-aminomethyl-1-benzyl-piperidin-4-ol), C(C)(C)(C)OC(OC(C)(C)C)=O (di-tert-butylcarbonate). The solvent is C(Cl)Cl (DCM), C(=O)(O)[O-].[Na+] (NaHCO3). Run at time 12 hour. Yields the product C(C)(C)(C)OC(NCC1(CCN(CC1)CC1=CC=CC=C1)O)=O ((1-benzyl-4-hydroxy-piperidin-4-ylmethyl)-carbamic acid tert-butyl ester). Isolated yield 36.6%. As a reaction SMILES: [NH2:1][CH2:2][C:3]1([OH:16])[CH2:8][CH2:7][N:6]([CH2:9][C:10]2[CH:15]=[CH:14][CH:13]=[CH:12][CH:11]=2)[CH2:5][CH2:4]1.[C:17]([O:21][C:22](=O)[O:23]C(C)(C)C)([CH3:20])([CH3:19])[CH3:18]>C(Cl)Cl.C([O-])(O)=O.[Na+]>[C:17]([O:21][C:22](=[O:23])[NH:1][CH2:2][C:3]1([OH:16])[CH2:8][CH2:7][N:6]([CH2:9][C:10]2[CH:15]=[CH:14][CH:13]=[CH:12][CH:11]=2)[CH2:5][CH2:4]1)([CH3:20])([CH3:19])[CH3:18] |f:3.4|. Procedure: To a solution of 4-aminomethyl-1-benzyl-piperidin-4-ol (264 mmol, 58 g) in DCM (200 mL) and saturated NaHCO3 (200 mL) was added di-tert-butylcarbonate (396 mmol, 86.4 g). The reaction mixture was stirred for 12 hours. The layers were separated and the organic layer was washed with brine (50 mL) and evaporated. The product was purified on 1 L of SiO2 using a mixtures of ethyl acetate and DCM to give (1-benzyl-4-hydroxy-piperidin-4-ylmethyl)-carbamic acid tert-butyl ester (31 g). Reactants: O=C(O)CONC(=O)NCc1ccc(Cl)cc1, CCOC(OCC)C(C)N(Cc1cccc2cccnc12)C(=O)C(N)CC(=O)NC(c1ccccc1)(c1ccccc1)c1ccccc1. Yields the product CCOC(OCC)C(C)N(Cc1cccc2cccnc12)C(=O)C(CC(=O)NC(c1ccccc1)(c1ccccc1)c1ccccc1)NC(=O)CONC(=O)NCc1ccc(Cl)cc1. RXN SMILES: [Cl:1][c:2]1[cH:3][cH:4][c:5]([CH2:6][NH:7][C:8]([NH:9][O:10][CH2:11][C:12](=[O:13])[OH:14])=[O:15])[cH:16][cH:17]1.[NH2:18][CH:19]([C:20](=[O:21])[N:22]([CH2:23][c:24]1[cH:25][cH:26][cH:27][c:28]2[cH:29][cH:30][cH:31][n:32][c:33]12)[CH:34]([CH:35]([O:36][CH2:37][CH3:38])[O:39][CH2:40][CH3:41])[CH3:42])[CH2:43][C:44](=[O:45])[NH:46][C:47]([c:48]1[cH:49][cH:50][cH:51][cH:52][cH:53]1)([c:54]1[cH:55][cH:56][cH:57][cH:58][cH:59]1)[c:60]1[cH:61][cH:62][cH:63][cH:64][cH:65]1>>[Cl:1][c:2]1[cH:3][cH:4][c:5]([CH2:6][NH:7][C:8]([NH:9][O:10][CH2:11][C:12](=[O:14])[NH:18][CH:19]([C:20](=[O:21])[N:22]([CH2:23][c:24]2[cH:25][cH:26][cH:27][c:28]3[cH:29][cH:30][cH:31][n:32][c:33]23)[CH:34]([CH:35]([O:36][CH2:37][CH3:38])[O:39][CH2:40][CH3:41])[CH3:42])[CH2:43][C:44](=[O:45])[NH:46][C:47]([c:48]2[cH:49][cH:50][cH:51][cH:52][cH:53]2)([c:54]2[cH:55][cH:56][cH:57][cH:58][cH:59]2)[c:60]2[cH:61][cH:62][cH:63][cH:64][cH:65]2)=[O:15])[cH:16][cH:17]1.